From a dataset of the Open Reaction Database (ORD), a public repository of structured organic reaction records. describe an organic reaction: reactants, conditions, products, and yield The product is CC(C)(C)[SiH2]OC(C)(C)c1nc(Cn2cc(N)cn2)co1. RXN SMILES: [C:3]([CH3:4])([CH3:5])([CH3:6])[SiH2:7][O:8][C:9]([c:10]1[o:11][cH:12][c:13]([CH2:15][n:16]2[n:17][cH:18][c:19]([N+:21]([O-:22])=[O:23])[cH:20]2)[n:14]1)([CH3:24])[CH3:25].[CH3:28][CH2:29][OH:30].[Cl-:26].[Fe:32].[N:1]#[N:2].[NH4+:27].[OH2:31]>>[C:3]([CH3:4])([CH3:5])([CH3:6])[SiH2:7][O:8][C:9]([c:10]1[o:11][cH:12][c:13]([CH2:15][n:16]2[n:17][cH:18][c:19]([NH2:21])[cH:20]2)[n:14]1)([CH3:24])[CH3:25]. Reactants: CC(C)(C)[SiH2]OC(C)(C)c1nc(Cn2cc([N+](=O)[O-])cn2)co1, CCO, [Cl-], [Fe], N#N, [NH4+], O. Reactants: C(CCC)[Li] (n-butyllithium), solution, BrC=1C=CC(=NC1)OC (5-bromo-2-methoxypyridine), 18-1, CN(C)C=O (DMF). The solvent is hexanes, C1CCOC1 (THF), C1CCOC1 (THF). Run at time 40 minute. Product: COC1=CC=C(C=N1)C=O (6-Methoxy-pyridine-3-carboxaldehyde). Reaction SMILES: C([Li])CCC.Br[C:7]1[CH:8]=[CH:9][C:10]([O:13][CH3:14])=[N:11][CH:12]=1.CN([CH:18]=[O:19])C>C1COCC1>[CH3:14][O:13][C:10]1[N:11]=[CH:12][C:7]([CH:18]=[O:19])=[CH:8][CH:9]=1. Procedure details: A solution of n-butyllithium (3.46 mL of a 1.6 M solution in hexanes) in THF (18 mL) was cooled to −78° C. and treated with a solution of 5-bromo-2-methoxypyridine (Johnson, C. R.; Sirisoma, N. S. Tetrahedron Lett. 1998, 39, 2059) 18-1 (1.04 g, 5.53 mmol) in THF (2 mL). The heterogeneous mixture was stirred for 40 min and neat DMF (1.5 mL) was added. The solution was stirred for 90 min at −78° C. and quenched with satd aq NH4Cl solution (2 mL). The cold bath was removed and the mixture warmed to...